Dataset: the Open Reaction Database (ORD), a public repository of structured organic reaction records. Task: describe an organic reaction: reactants, conditions, products, and yield Reactants: C(C)(C)(C)OO (t-butyl hydroperoxide), O (water), C(CCCCCCCCC(=O)OC1CC(NC(C1)(C)C)(C)C)(=O)OC1CC(NC(C1)(C)C)(C)C (di-(2,2,6,6-tetramethylpiperidin-4-yl) sebacate), C(C)C1=CC=CC=C1 (ethylbenzene). The reagents and catalysts are [Mo]=O (molybdenum oxide). Reaction conditions: temperature 110 celsius, time 90 minute. Product: C(CCCCCCCCC(=O)OC1CC(N(C(C1)(C)C)OC(C1=CC=CC=C1)C)(C)C)(=O)OC1CC(N(C(C1)(C)C)OC(C1=CC=CC=C1)C)(C)C (Di-[1-(alpha-methylbenzyloxy)-2,2,6,6-tetramethylpiperidine-4-yl] Sebacate). The yield is 70.0%. Reaction SMILES: [C:1]([O:24][CH:25]1[CH2:30][C:29]([CH3:32])([CH3:31])[NH:28][C:27]([CH3:34])([CH3:33])[CH2:26]1)(=[O:23])[CH2:2][CH2:3][CH2:4][CH2:5][CH2:6][CH2:7][CH2:8][CH2:9][C:10]([O:12][CH:13]1[CH2:18][C:17]([CH3:20])([CH3:19])[NH:16][C:15]([CH3:22])([CH3:21])[CH2:14]1)=[O:11].[C:35]([O:39]O)([CH3:38])([CH3:37])C.[OH2:41].[CH2:42]([C:44]1[CH:49]=[CH:48][CH:47]=[CH:46][CH:45]=1)[CH3:43]>[Mo]=O>[C:1]([O:24][CH:25]1[CH2:30][C:29]([CH3:32])([CH3:31])[N:28]([O:41][CH:42]([CH3:43])[C:44]2[CH:49]=[CH:48][CH:47]=[CH:46][CH:45]=2)[C:27]([CH3:34])([CH3:33])[CH2:26]1)(=[O:23])[CH2:2][CH2:3][CH2:4][CH2:5][CH2:6][CH2:7][CH2:8][CH2:9][C:10]([O:12][CH:13]1[CH2:18][C:17]([CH3:19])([CH3:20])[N:16]([O:39][CH:35]([CH3:38])[C:37]2[CH:5]=[CH:4][CH:3]=[CH:2][CH:1]=2)[C:15]([CH3:21])([CH3:22])[CH2:14]1)=[O:11]. Reported procedure: A mixture of 40.0 g (83 mmol) of di-(2,2,6,6-tetramethylpiperidin-4-yl) sebacate, 2.0 g of molybdenum oxide, and 250 ml of ethylbenzene is heated to 110° C. (nitrogen atmosphere). A commercially available solution of 70% t-butyl hydroperoxide in water (64.3 g, 499 mmol) is added dropwise over 30 min. Water is collected in a Dean-Stark trap. Heating is continued for 90 minutes after the addition. The reaction mixture is filtered and evaporated. The resulting crude oil is dissolved in heptane (300... Reactants: Cc1cn2cc(Br)cc(S(=O)(=O)NC(C)(C)C)c2n1, O=C(O)C(F)(F)F. Yields the product Cc1cn2cc(Br)cc(S(N)(=O)=O)c2n1. RXN SMILES: [Br:1][c:2]1[cH:3][c:4]([S:12](=[O:13])(=[O:14])[NH:15][C:16]([CH3:17])([CH3:18])[CH3:19])[c:5]2[n:6]([cH:7]1)[cH:8][c:9]([CH3:11])[n:10]2.[F:20][C:21]([F:22])([F:23])[C:24]([OH:25])=[O:26]>>[Br:1][c:2]1[cH:3][c:4]([S:12](=[O:13])(=[O:14])[NH2:15])[c:5]2[n:6]([cH:7]1)[cH:8][c:9]([CH3:11])[n:10]2. Reactants: CCCn1c(=O)c2c(nc(C3CC4C=CC3C4)n2COCc2ccccc2)n(CCC)c1=O, C1CCOC1, Cl, [Na+], [OH-], OO. The product is CCCn1c(=O)c2c(nc(C3CC4CC(O)C3C4)n2COCc2ccccc2)n(CCC)c1=O. As a reaction SMILES: [CH2:1]([c:2]1[cH:3][cH:4][cH:5][cH:6][cH:7]1)[O:8][CH2:9][n:10]1[c:11]([CH:27]2[CH:28]3[CH:29]=[CH:30][CH:31]([CH2:32]2)[CH2:33]3)[n:12][c:13]2[n:14]([CH2:24][CH2:25][CH3:26])[c:15](=[O:23])[n:16]([CH2:20][CH2:21][CH3:22])[c:17](=[O:19])[c:18]12.[CH2:39]1[O:40][CH2:41][CH2:42][CH2:43]1.[ClH:38].[Na+:35].[OH-:34].[OH:36][OH:37]>>[CH2:1]([c:2]1[cH:3][cH:4][cH:5][cH:6][cH:7]1)[O:8][CH2:9][n:10]1[c:11]([CH:27]2[CH:28]3[CH:29]([OH:34])[CH2:30][CH:31]([CH2:32]2)[CH2:33]3)[n:12][c:13]2[n:14]([CH2:24][CH2:25][CH3:26])[c:15](=[O:23])[n:16]([CH2:20][CH2:21][CH3:22])[c:17](=[O:19])[c:18]12. The reactants are C(C1=CC=CC=C1)OC=1C=CC=2C3CCC4(C(C3CCC2C1)CC1=C(NN=C14)CO)C ((2-Benzyloxy-6a-methyl-4b,5,6,6a,8,10,10a,10b,11,12-decahydro-7,8-diaza-pentaleno[2,1-a]phenanthren-9-yl)-methanol). The reagents and catalysts are [Pd] (Palladium on charcoal). The solvent is C1CCOC1 (THF), C(C)O (ethanol). Reaction conditions: time 24 hour. The product is OCC1=C2CC3C(CCC4C=5C=CC(=CC5CCC34)O)(C2=NN1)C (9-Hydroxymethyl-6a-methyl-4b,5,6,6a,8,10,10a,10b,11,12-decahydro-7,8-diaza-pentaleno[2,1-a]phenanthren-2-ol). Reaction SMILES: C([O:8][C:9]1[CH:10]=[CH:11][C:12]2[CH:13]3[CH:18]([CH2:19][CH2:20][C:21]=2[CH:22]=1)[CH:17]1[CH2:23][C:24]2[C:28]([C:16]1([CH3:31])[CH2:15][CH2:14]3)=[N:27][NH:26][C:25]=2[CH2:29][OH:30])C1C=CC=CC=1>[Pd].C1COCC1.C(O)C>[OH:30][CH2:29][C:25]1[NH:26][N:27]=[C:28]2[C:24]=1[CH2:23][CH:17]1[CH:18]3[CH:13]([C:12]4[CH:11]=[CH:10][C:9]([OH:8])=[CH:22][C:21]=4[CH2:20][CH2:19]3)[CH2:14][CH2:15][C:16]12[CH3:31]. Reported procedure: Palladium on charcoal (50 mg, 5% Pd) was added to a solution (2-Benzyloxy-6a-methyl-4b,5,6,6a,8,10,10a,10b,11,12-decahydro-7,8-diaza-pentaleno[2,1-a]phenanthren-9-yl)-methanol (120 mg, 0.289 mmol, CAB03058) in THF (20 mL) and ethanol (20 mL). The resulting mixture was stirred under a hydrogen-atmosphere (balloon) for 24 hours, filtered through a 3 cm layer of celite and concentrated under reduced pressure. The residue was dried under high vacuum. Yield: 93 mg (99%) white solid. 1H-NMR (DMSO-d6, ... The solvent is COCCOC (1,2-dimethoxyethane). The yield is 57.2%. Starting materials: ClC1=C(C=C(C=N1)N)C (6-chloro-5-methylpyridin-3-amine), ClC1=CC=C(C=C1)B(O)O (4-chlorophenylboronic acid), [O-]P(=O)([O-])[O-].[K+].[K+].[K+] (K3PO4). As a reaction SMILES: Cl[C:2]1[N:7]=[CH:6][C:5]([NH2:8])=[CH:4][C:3]=1[CH3:9].[Cl:10][C:11]1[CH:16]=[CH:15][C:14](B(O)O)=[CH:13][CH:12]=1.[O-]P([O-])([O-])=O.[K+].[K+].[K+]>COCCOC.C1C=CC(P(C2C=CC=CC=2)[C-]2C=CC=C2)=CC=1.C1C=CC(P(C2C=CC=CC=2)[C-]2C=CC=C2)=CC=1.Cl[Pd]Cl.[Fe+2]>[Cl:10][C:11]1[CH:16]=[CH:15][C:14]([C:2]2[N:7]=[CH:6][C:5]([NH2:8])=[CH:4][C:3]=2[CH3:9])=[CH:13][CH:12]=1 |f:2.3.4.5,7.8.9.10|. The reagents and catalysts are C1=CC=C(C=C1)P([C-]2C=CC=C2)C3=CC=CC=C3.C1=CC=C(C=C1)P([C-]2C=CC=C2)C3=CC=CC=C3.Cl[Pd]Cl.[Fe+2] (PdCl2(dppf)). Procedure: To a solution of 6-chloro-5-methylpyridin-3-amine (3 g, 20 mmol) in 1,2-dimethoxyethane (30 mL) was added PdCl2(dppf) (770 mg, 1.16 mmol), 4-chlorophenylboronic acid (4.94 g, 31.6 mmol), and K3PO4 (8.93 g, 42.1 mmol). The reaction mixture was purged with nitrogen and heated to reflux. Water (20 mL) was added and the reaction mixture was stirred at reflux for 48 h. The reaction mixture was extracted with ethyl acetate (30 mL*3). The combined organic layers were concentrated under reduced pressure... The product is ClC1=CC=C(C=C1)C1=C(C=C(C=N1)N)C (6-(4-chlorophenyl)-5-methylpyridin-3-amine).